From a dataset of the Open Reaction Database (ORD), a public repository of structured organic reaction records. describe an organic reaction: reactants, conditions, products, and yield RXN SMILES: [C:8]([CH:9]=[CH2:10])(=[O:11])[O:12][CH2:13][CH3:14].[CH3:15][CH2:16][OH:17].[n:1]1[nH:2][c:3](=[O:7])[cH:4][cH:5][cH:6]1>>[n:1]1[n:2]([CH2:10][CH2:9][C:8](=[O:11])[O:12][CH2:13][CH3:14])[c:3](=[O:7])[cH:4][cH:5][cH:6]1. Yields the product CCOC(=O)CCn1ncccc1=O. The reactants are C=CC(=O)OCC, CCO, O=c1cccn[nH]1. Starting materials: N1CCCCC1 (piperidine), C(C)(C)(C)OC(CC1CCNCC1)=O (piperidin-4-ylacetic acid tert-butyl ester), C1=CC=CC=2C3=CC=CC=C3C(C12)COC(=O)N=C=S (9-fluorenylmethoxycarbonyl isothiocyanate). The solvent is C(Cl)(Cl)Cl (chloroform), C(Cl)(Cl)Cl (chloroform). Conditions: time 1 hour. The product is C(C)(C)(C)OC(CC1CCN(CC1)C(N)=S)=O ((1-thiocarbamoylpiperidin-4-yl)acetic acid tert-butyl ester). RXN SMILES: [C:1]([O:5][C:6](=[O:14])[CH2:7][CH:8]1[CH2:13][CH2:12][NH:11][CH2:10][CH2:9]1)([CH3:4])([CH3:3])[CH3:2].C1C2C(COC([N:32]=[C:33]=[S:34])=O)C3C(=CC=CC=3)C=2C=CC=1.N1CCCCC1>C(Cl)(Cl)Cl>[C:1]([O:5][C:6](=[O:14])[CH2:7][CH:8]1[CH2:13][CH2:12][N:11]([C:33](=[S:34])[NH2:32])[CH2:10][CH2:9]1)([CH3:4])([CH3:2])[CH3:3]. Reported procedure: A solution of piperidin-4-ylacetic acid tert-butyl ester (10.72 g, 50.0 mmol) in chloroform (100 ml) was added to a solution of 9-fluorenylmethoxycarbonyl isothiocyanate (14.07 g, 50.0 mmol) in chloroform (100 ml) and the mixture was stirred at room temperature for 1 hour. Then, piperidine (80 ml) was added and the mixture was stirred at room temperature for 30 minutes. After the reaction solution was concentrated, water was added, and it was extracted with ethyl acetate and washed with a satura... Reactants: ClC=1C=C(C=C(C1)F)C1(CN(C1)C(=O)OC(C)(C)C)O (tert-butyl 3-(3-chloro-5-fluorophenyl)-3-hydroxyazetidine-1-carboxylate), FC(C(=O)O)(F)F (trifluoroacetic acid). The solvent is ClCCl (dichloromethane). Reaction conditions: time 1 hour. The product is ClC=1C=C(C=C(C1)F)C1(CNC1)O (3-(3-chloro-5-fluorophenyl)azetidin-3-ol). The yield is 88.7%. RXN SMILES: [Cl:1][C:2]1[CH:3]=[C:4]([C:9]2([OH:20])[CH2:12][N:11](C(OC(C)(C)C)=O)[CH2:10]2)[CH:5]=[C:6]([F:8])[CH:7]=1.FC(F)(F)C(O)=O>ClCCl>[Cl:1][C:2]1[CH:3]=[C:4]([C:9]2([OH:20])[CH2:12][NH:11][CH2:10]2)[CH:5]=[C:6]([F:8])[CH:7]=1. Procedure details: A mixture of tert-butyl 3-(3-chloro-5-fluorophenyl)-3-hydroxyazetidine-1-carboxylate (1.25 g, 4.14 mmol) and trifluoroacetic acid (3 ml) in dichloromethane (50 ml) was stirred at ambient temperature for 1 h. The solvent was evaporated and the crude product was purified on a Biotage Isolute SCX-3 SPE column (washed with methanol and eluted with methanol/triethylamine, 4:1) to give the title compound (0.74 g). MS m/z (rel. intensity, 70 eV) 201 (M+, 1), 172 (47), 157 (53), 130 (76), 109 (bp). Reactants: 17.4, CC(=C)N1C(NC2=C1C=CC=C2)=O (1,3-dihydro-1-(1-methylethenyl)-2H-benzimidazol-2-one), ClCCCCCCCl (1,6-dichlorohexane), [H-].[Na+] (sodium hydride). Run in CN(C=O)C (N,N-dimethylformamide), CN(C=O)C (N,N-dimethylformamide). Run at time 8 hour. Yields the product ClCCCCCCN1C(N(C2=C1C=CC=C2)C(=C)C)=O (1-(6-chlorohexyl)-1,3-dihydro-3-(1-methylethenyl)-2H-benzimidazol-2-one). Reaction SMILES: [H-].[Na+].[CH3:3][C:4]([N:6]1[C:10]2[CH:11]=[CH:12][CH:13]=[CH:14][C:9]=2[NH:8][C:7]1=[O:15])=[CH2:5].[Cl:16][CH2:17][CH2:18][CH2:19][CH2:20][CH2:21][CH2:22]Cl>CN(C)C=O>[Cl:16][CH2:17][CH2:18][CH2:19][CH2:20][CH2:21][CH2:22][N:8]1[C:9]2[CH:14]=[CH:13][CH:12]=[CH:11][C:10]=2[N:6]([C:4]([CH3:3])=[CH2:5])[C:7]1=[O:15] |f:0.1|. Procedure details: To a stirred mixture of 3.2 parts of a sodium hydride dispersion 70% in 9 parts of N,N-dimethylformamide is added dropwise (slowly), during a 2 hours-period, a mixture of 17.4 parts of 1,3-dihydro-1-(1-methylethenyl)-2H-benzimidazol-2-one, 77.5 parts of 1,6-dichlorohexane and 36 parts of N,N-dimethylformamide. Upon completion, stirring is continued overnight at room temperature. The reaction mixture is filtered over hyflo and the N,N-dimethylformamide is evaporated in vacuo. The excess of 1,6-di... Reactants: CCCC[N+](CCCC)(CCCC)CCCC, CC#N, NCCCl, Fc1cc2cc[nH]c2cc1Cl, Cl, [Na+], [OH-], O, O=S(=O)([O-])O. The product is NCCn1ccc2cc(F)c(Cl)cc21. As a reaction SMILES: [CH2:25]([N+:26]([CH2:27][CH2:28][CH2:29][CH3:30])([CH2:31][CH2:32][CH2:33][CH3:34])[CH2:35][CH2:36][CH2:37][CH3:38])[CH2:39][CH2:40][CH3:41].[CH3:42][C:43]#[N:44].[Cl:15][CH2:16][CH2:17][NH2:18].[Cl:3][c:4]1[c:5]([F:13])[cH:6][c:7]2[cH:8][cH:9][nH:10][c:11]2[cH:12]1.[ClH:14].[Na+:2].[OH-:1].[OH2:19].[S:20]([O-:21])([OH:22])(=[O:23])=[O:24]>>[Cl:3][c:4]1[c:5]([F:13])[cH:6][c:7]2[cH:8][cH:9][n:10]([CH2:16][CH2:17][NH2:18])[c:11]2[cH:12]1. Starting materials: CN(CCCNC)C (N,N,N'-trimethyl-1,3-propanediamine), C(CCCCCCCCCCCCCCC)(=O)Cl (palmitoyl chloride). The solvent is C(Cl)Cl (methylene chloride). Yields the product Cl.C(CCCCCCCCCCCCCCC)(=O)N(CCCN(C)C)C (N-Hexadecanoyl-N,N',N'-trimethyl-1,3-propanediamine hydrochloride). Reaction SMILES: [CH3:1][N:2]([CH3:8])[CH2:3][CH2:4][CH2:5][NH:6][CH3:7].[C:9]([Cl:26])(=[O:25])[CH2:10][CH2:11][CH2:12][CH2:13][CH2:14][CH2:15][CH2:16][CH2:17][CH2:18][CH2:19][CH2:20][CH2:21][CH2:22][CH2:23][CH3:24]>C(Cl)Cl>[ClH:26].[C:9]([N:6]([CH3:7])[CH2:5][CH2:4][CH2:3][N:2]([CH3:8])[CH3:1])(=[O:25])[CH2:10][CH2:11][CH2:12][CH2:13][CH2:14][CH2:15][CH2:16][CH2:17][CH2:18][CH2:19][CH2:20][CH2:21][CH2:22][CH2:23][CH3:24] |f:3.4|. Reported procedure: To a solution of N,N,N'-trimethyl-1,3-propanediamine (25 g, 0.22 mmole) in methylene chloride (500 mL) was added palmitoyl chloride (57 g, 0.20 mmole) dropwise over 4 hours. After the addition was complete the solvent was removed under reduced pressure. The residue was refluxed in diethyl ether (600 mL) overnight. The precipitate was collected and a portion crystallized from ethyl acetate to give the title compound as a white solid. mp. 105.3°-107.9° C. 1H NMR (300 MHz, CD3OD): δ0.894 (3H, t, J=... Starting materials: C(C)(C)C=1C=C(CNC(OC(C)(C)C)=O)C=C(C1)CNS(=O)(=O)C (tert-butyl 3-isopropyl-5-(methylsulfonamidomethyl)benzylcarbamate), CNS(=O)(=O)C (N-methyl methylsulfonamide). Yields the product NCC=1C=C(CNS(=O)(=O)C)C=C(C1)C(C)C (N-(3-(aminomethyl)-5-isopropylbenzyl)methanesulfonamide). As a reaction SMILES: [CH:1]([C:4]1[CH:5]=[C:6]([CH:16]=[C:17]([CH2:19][NH:20][S:21]([CH3:24])(=[O:23])=[O:22])[CH:18]=1)[CH2:7][NH:8]C(=O)OC(C)(C)C)([CH3:3])[CH3:2].CNS(C)(=O)=O>>[NH2:8][CH2:7][C:6]1[CH:16]=[C:17]([CH:18]=[C:4]([CH:1]([CH3:3])[CH3:2])[CH:5]=1)[CH2:19][NH:20][S:21]([CH3:24])(=[O:23])=[O:22]. Procedure: N-(3-(aminomethyl)-5-isopropylbenzyl)methanesulfonamide was synthesized from the tert-butyl 3-isopropyl-5-(methylsulfonamidomethyl)benzylcarbamate following the general procedure as described above for the N-methyl methylsulfonamide.